Dataset: the Open Reaction Database (ORD), a public repository of structured organic reaction records. Task: describe an organic reaction: reactants, conditions, products, and yield Procedure: Using (S)-7-amino-5-(2-ethoxy-ethyl)-5H,7H-dibenzo[b,d]azepin-6-one and 2,2-dimethyl-N-(2,2,3,3,3-pentafluoro-propyl)-malonamic acid, the title compound was prepared in the same manner as example 1c (80%). White solid. MS: m/e=542(M+H+). Reaction SMILES: [NH2:1][C@@H:2]1[C:8](=[O:9])[N:7]([CH2:10][CH2:11][O:12][CH2:13][CH3:14])[C:6]2[CH:15]=[CH:16][CH:17]=[CH:18][C:5]=2[C:4]2[CH:19]=[CH:20][CH:21]=[CH:22][C:3]1=2.[CH3:23][C:24]([CH3:39])([C:28]([NH:30][CH2:31][C:32]([F:38])([F:37])[C:33]([F:36])([F:35])[F:34])=[O:29])[C:25](O)=[O:26]>>[CH2:13]([O:12][CH2:11][CH2:10][N:7]1[C:8](=[O:9])[C@@H:2]([NH:1][C:25](=[O:26])[C:24]([CH3:23])([CH3:39])[C:28]([NH:30][CH2:31][C:32]([F:37])([F:38])[C:33]([F:34])([F:35])[F:36])=[O:29])[C:3]2[CH:22]=[CH:21][CH:20]=[CH:19][C:4]=2[C:5]2[CH:18]=[CH:17][CH:16]=[CH:15][C:6]1=2)[CH3:14]. Reactants: N[C@H]1C2=C(C3=C(N(C1=O)CCOCC)C=CC=C3)C=CC=C2 ((S)-7-amino-5-(2-ethoxy-ethyl)-5H,7H-dibenzo[b,d]azepin-6-one), CC(C(=O)O)(C(=O)NCC(C(F)(F)F)(F)F)C (2,2-dimethyl-N-(2,2,3,3,3-pentafluoro-propyl)-malonamic acid), example 1c. Product: C(C)OCCN1C2=C(C3=C([C@@H](C1=O)NC(C(C(=O)NCC(C(F)(F)F)(F)F)(C)C)=O)C=CC=C3)C=CC=C2 (N—[(S)-5-(2-Ethoxy-ethyl)-6-oxo-6,7-dihydro-5H-dibenzo[b,d]azepin-7-yl]-2,2-dimethyl-N′-(2,2,3,3,3-pentafluoro-propyl)-malonamide). Starting materials: CNN (methyl hydrazine), C(#N)N=C(SC)SC (dimethyl cyanodithioimidocarbonate), C(C)#N (acetonitrile). Run at time 8 hour. Yields the product NC1=NN(C(=N1)SC)C (3-Amino-1-methyl-5-methylthio-1H-1,2,4-triazole). As a reaction SMILES: [CH3:1][NH:2]N.[C:4]([N:6]=[C:7](SC)[S:8][CH3:9])#[N:5].C(#[N:14])C>>[NH2:14][C:4]1[N:6]=[C:7]([S:8][CH3:9])[N:2]([CH3:1])[N:5]=1. Procedure: At 0°, 6.5 grams of methyl hydrazine was added dropwise to a stirred suspension of 20.0 grams (0.137 mole) dimethyl cyanodithioimidocarbonate in 35 ml of acetonitrile. A yellow solution immediately formed after the addition followed by precipitation of a white solid. The ice bath was removed, and upon warming to room temperature a yellow solution formed which was stirred at room temperature overnight. After stirring overnight, a solid precipitated which was filtered, washed with cold acetonitril... Starting materials: O=C1CCC(=O)N1Br, CCOC(=O)C(Cc1ccc(O)c(CNC(=O)OC(C)(C)C)c1)OC(C)C, CC#N, CCOC(C)=O. Product: CCOC(=O)C(Cc1cc(Br)c(O)c(CNC(=O)OC(C)(C)C)c1)OC(C)C. RXN SMILES: [Br:28][N:29]1[C:30](=[O:31])[CH2:32][CH2:33][C:34]1=[O:35].[CH2:1]([CH3:2])[O:3][C:4]([CH:5]([CH2:6][c:7]1[cH:8][c:9]([CH2:14][NH:15][C:16](=[O:17])[O:18][C:19]([CH3:20])([CH3:21])[CH3:22])[c:10]([OH:13])[cH:11][cH:12]1)[O:23][CH:24]([CH3:25])[CH3:26])=[O:27].[CH3:36][C:37]#[N:38].[CH3:39][CH2:40][O:41][C:42](=[O:43])[CH3:44]>>[CH2:1]([CH3:2])[O:3][C:4]([CH:5]([CH2:6][c:7]1[cH:8][c:9]([CH2:14][NH:15][C:16](=[O:17])[O:18][C:19]([CH3:20])([CH3:21])[CH3:22])[c:10]([OH:13])[c:11]([Br:28])[cH:12]1)[O:23][CH:24]([CH3:25])[CH3:26])=[O:27].